Dataset: the Open Reaction Database (ORD), a public repository of structured organic reaction records. Task: describe an organic reaction: reactants, conditions, products, and yield The reactants are C(C)(C)(C)C=1NC(=C(C1)C(=O)N1C(C(NCC1)=O)(C)C)[N+](=O)[O-] (4-(2-tert-butyl-5-nitro-1H-pyrrole-4-carbonyl)-3,3-dimethylpiperazin-2-one). The reagents and catalysts are [Pd] (Pd). The solvent is CO (methanol). Conditions: time 8 hour. The product is NC=1NC(=CC1C(=O)N1C(C(NCC1)=O)(C)C)C(C)(C)C (4-(2-amino-5-tert-butyl-1H-pyrrole-3-carbonyl)-3,3-dimethylpiperazin-2-one). RXN SMILES: [C:1]([C:5]1[NH:6][C:7]([N+:21]([O-])=O)=[C:8]([C:10]([N:12]2[CH2:17][CH2:16][NH:15][C:14](=[O:18])[C:13]2([CH3:20])[CH3:19])=[O:11])[CH:9]=1)([CH3:4])([CH3:3])[CH3:2]>CO.[Pd]>[NH2:21][C:7]1[NH:6][C:5]([C:1]([CH3:4])([CH3:3])[CH3:2])=[CH:9][C:8]=1[C:10]([N:12]1[CH2:17][CH2:16][NH:15][C:14](=[O:18])[C:13]1([CH3:19])[CH3:20])=[O:11]. Reported procedure: To 4-(2-tert-butyl-5-nitro-1H-pyrrole-4-carbonyl)-3,3-dimethylpiperazin-2-one (120 mg) in methanol (10 mL) was added Pd catalyst (10% on carbon, 60 mg) and the resulting reaction mixture was stirred under H2 at 60 psi for overnight. After the solids were removed by filtration over Celite, the solvent was removed in vacuo to afford 4-(2-amino-5-tert-butyl-1H-pyrrole-3-carbonyl)-3,3-dimethylpiperazin-2-one 7 as a yellow film (100 mg, 92%). Reactants: CCCS(=O)(=O)Cl, CN(C)c1ccncc1, NC1CC1, ClCCl. The product is CCCS(=O)(=O)NC1CC1. Reaction SMILES: [CH2:5]([CH2:6][CH3:7])[S:8](=[O:9])(=[O:10])[Cl:11].[CH3:15][N:16]([c:17]1[cH:18][cH:19][n:20][cH:21][cH:22]1)[CH3:23].[CH:1]1([NH2:4])[CH2:2][CH2:3]1.[Cl:12][CH2:13][Cl:14]>>[CH:1]1([NH:4][S:8]([CH2:5][CH2:6][CH3:7])(=[O:9])=[O:10])[CH2:2][CH2:3]1. Reactants: CN(CCC[C@](O)(C1=CC=C(C=C1)F)C1=C(C=C(C#N)C=C1)CO)C ((S)-(−)-4-[4-(dimethylamino)-1-(4-fluorophenyl)-1-hydroxy-1-butyl]-3-(hydroxymethyl)benzonitrile), CC(C)([O-])C.[K+] (potassium tertiary butoxide), ClC1=C(C=C(C=C1)Cl)[N+](=O)[O-] (2,5-dichloronitrobenzene). Procedure details: To a solution of 5.6 gm of (S)-(−)-4-[4-(dimethylamino)-1-(4-fluorophenyl)-1-hydroxy-1-butyl]-3-(hydroxymethyl)benzonitrile in 85 ml THF was added 2.02 gm of potassium tertiary butoxide at 0-10° C. and stirred for 10 min. 3.14 gm of 2,5-dichloronitrobenzene was added to the reaction mixture at 0-10° C. and stirred for 10-15 hrs at RT (30-35° C.), solvent distilled under vacuum and 40 ml of water was added, and extracted with toluene, toluene layer was washed with water and 10% sodium hydroxide s... The product is Cl.CN(CCCC(O)(C1=CC=C(C=C1)F)C1=C(C=C(C#N)C=C1)COC1=C(C=C(C=C1)Cl)[N+](=O)[O-])C ((−)-4-[4-(dimethylamino)-1-(4-fluorophenyl)-1-hydroxy-1-butyl]-3-(2-nitro-4-chlorophenoxymethyl)-benzonitrile hydrochloride). Run at time 10 minute. Solvent: C1CCOC1 (THF). Reaction SMILES: [CH3:1][N:2]([CH3:25])[CH2:3][CH2:4][CH2:5][C@@:6]([C:15]1[CH:22]=[CH:21][C:18]([C:19]#[N:20])=[CH:17][C:16]=1[CH2:23][OH:24])([C:8]1[CH:13]=[CH:12][C:11]([F:14])=[CH:10][CH:9]=1)[OH:7].CC(C)([O-])C.[K+].[Cl:32][C:33]1[CH:38]=[CH:37][C:36]([Cl:39])=[CH:35][C:34]=1[N+:40]([O-:42])=[O:41]>C1COCC1>[ClH:32].[CH3:25][N:2]([CH3:1])[CH2:3][CH2:4][CH2:5][C:6]([C:15]1[CH:22]=[CH:21][C:18]([C:19]#[N:20])=[CH:17][C:16]=1[CH2:23][O:24][C:33]1[CH:38]=[CH:37][C:36]([Cl:39])=[CH:35][C:34]=1[N+:40]([O-:42])=[O:41])([C:8]1[CH:9]=[CH:10][C:11]([F:14])=[CH:12][CH:13]=1)[OH:7] |f:1.2,5.6|. As a reaction SMILES: [CH3:36][CH2:37][OH:38].[CH:20]([N:21]([CH2:22][CH3:23])[CH:24]([CH3:25])[CH3:26])([CH3:27])[CH3:28].[Cl:1][c:2]1[cH:3][c:4](-[n:8]2[nH:9][cH:10][c:11](-[c:14]3[cH:15][n:16][cH:17][cH:18][cH:19]3)[c:12]2=[O:13])[n:5][cH:6][n:7]1.[ClH:29].[F:30][C:31]1([F:35])[CH2:32][NH:33][CH2:34]1>>[ClH:1].[c:2]1([N:33]2[CH2:32][C:31]([F:30])([F:35])[CH2:34]2)[cH:3][c:4](-[n:8]2[nH:9][cH:10][c:11](-[c:14]3[cH:15][n:16][cH:17][cH:18][cH:19]3)[c:12]2=[O:13])[n:5][cH:6][n:7]1. The reactants are CCO, CCN(C(C)C)C(C)C, O=c1c(-c2cccnc2)c[nH]n1-c1cc(Cl)ncn1, Cl, FC1(F)CNC1. The product is Cl, O=c1c(-c2cccnc2)c[nH]n1-c1cc(N2CC(F)(F)C2)ncn1. Starting materials: CCO, Cl, [Fe], O, CCn1nc(C(=O)NCc2cccs2)c2cc([N+](=O)[O-])ccc21. The product is CCn1nc(C(=O)NCc2cccs2)c2cc(N)ccc21. Reaction SMILES: [CH2:27]([OH:28])[CH3:29].[ClH:1].[Fe:25].[OH2:26].[s:2]1[c:3]([CH2:7][NH:8][C:9](=[O:10])[c:11]2[n:12][n:13]([CH2:23][CH3:24])[c:14]3[cH:15][cH:16][c:17]([N+:20]([O-:21])=[O:22])[cH:18][c:19]23)[cH:4][cH:5][cH:6]1>>[s:2]1[c:3]([CH2:7][NH:8][C:9](=[O:10])[c:11]2[n:12][n:13]([CH2:23][CH3:24])[c:14]3[cH:15][cH:16][c:17]([NH2:20])[cH:18][c:19]23)[cH:4][cH:5][cH:6]1.